From a dataset of the Open Reaction Database (ORD), a public repository of structured organic reaction records. describe an organic reaction: reactants, conditions, products, and yield Starting materials: CO (methanol), COC1=C(C=CC=C1OC)C(C)=O (2',3'-dimethoxyacetophenone), B(Br)(Br)Br (boron tribromide). Run in ClCCl (dichloromethane), ClCCl (dichloromethane). Run at time 2.5 hour. Yields the product OC1=C(C=CC=C1O)C(C)=O (2',3'-Dihydroxyacetophenone). Isolated yield 75.7%. RXN SMILES: C[O:2][C:3]1[C:8]([O:9]C)=[CH:7][CH:6]=[CH:5][C:4]=1[C:11](=[O:13])[CH3:12].B(Br)(Br)Br.CO>ClCCl>[OH:2][C:3]1[C:8]([OH:9])=[CH:7][CH:6]=[CH:5][C:4]=1[C:11](=[O:13])[CH3:12]. Procedure: A solution of 2',3'-dimethoxyacetophenone (4.85 g, 26.9 mmol) in dichloromethane (100 ml) was added at -70° C. with a 1M boron tribromide solution in dichloromethane (68 ml). The mixture was left to cool, keeping stirring for 2.5 hours at room temperature, then added with methanol (70 ml), left under stirring for 1 h, thereafter evaporated to dryness. The residue was dissolved in ethyl acetate (250 ml), washed with 2% NaHCO3 (1×30 ml), dried and the solvent was evaporated off, to obtain a crude ...